From a dataset of the Open Reaction Database (ORD), a public repository of structured organic reaction records. describe an organic reaction: reactants, conditions, products, and yield The reactants are C(C)C1=C(C(=O)CC(=O)OCC)C(=C(C(=C1F)F)F)F (ethyl 2-ethyl-3,4,5,6-tetrafluorobenzoylacetate), C(OCC)([O-])[O-] (ethyl orthoformate). Product: C(C)C1=C(C(=O)C(C(=O)OCC)=COCC)C(=C(C(=C1F)F)F)F (ethyl 2-(2-ethyl-3,4,5,6-tetrafluorobenzoyl)-3-ethoxyacrylate). RXN SMILES: [CH2:1]([C:3]1[C:16]([F:17])=[C:15]([F:18])[C:14]([F:19])=[C:13]([F:20])[C:4]=1[C:5]([CH2:7][C:8]([O:10][CH2:11][CH3:12])=[O:9])=[O:6])[CH3:2].[CH:21]([O-])([O-])[O:22][CH2:23][CH3:24]>>[CH2:1]([C:3]1[C:16]([F:17])=[C:15]([F:18])[C:14]([F:19])=[C:13]([F:20])[C:4]=1[C:5]([C:7](=[CH:21][O:22][CH2:23][CH3:24])[C:8]([O:10][CH2:11][CH3:12])=[O:9])=[O:6])[CH3:2]. Procedure: Employing ethyl 2-ethyl-3,4,5,6-tetrafluorobenzoylacetate (8 g) and ethyl orthoformate (6.1 g), the procedure of Reference Example 20 is repeated to give ethyl 2-(2-ethyl-3,4,5,6-tetrafluorobenzoyl)-3-ethoxyacrylate. Yields the product FC1=C(C=CC=C1)N1C(=NC=C1)C1(CCN(CC1)C(=O)OC(C)(C)C)O (tert-Butyl 4-(1-(2-fluorophenyl)-1H-imidazol-2-yl)-4-hydroxypiperidine-1-carboxylate). Conditions: temperature -78 celsius, time 1 hour. The solvent is hexanes, O1CCCC1 (tetrahydrofuran), O1CCCC1 (tetrahydrofuran). The reactants are C(CCC)[Li] (n-Butyllithium), O=C1CCN(CC1)C(=O)OC(C)(C)C (tert-Butyl 4-oxopiperidine-1-carboxylate), FC1=C(C=CC=C1)N1C=NC=C1 (1-(2-Fluorophenyl)imidazole). As a reaction SMILES: [F:1][C:2]1[CH:7]=[CH:6][CH:5]=[CH:4][C:3]=1[N:8]1[CH:12]=[CH:11][N:10]=[CH:9]1.C([Li])CCC.[O:18]=[C:19]1[CH2:24][CH2:23][N:22]([C:25]([O:27][C:28]([CH3:31])([CH3:30])[CH3:29])=[O:26])[CH2:21][CH2:20]1>O1CCCC1>[F:1][C:2]1[CH:7]=[CH:6][CH:5]=[CH:4][C:3]=1[N:8]1[CH:12]=[CH:11][N:10]=[C:9]1[C:19]1([OH:18])[CH2:20][CH2:21][N:22]([C:25]([O:27][C:28]([CH3:30])([CH3:29])[CH3:31])=[O:26])[CH2:23][CH2:24]1. Procedure details: 1-(2-Fluorophenyl)imidazole (484 mg, 2.99 mmol) was dissolved in a tetrahydrofuran (5 mL) under an atmosphere of argon. The reaction mixture was cooled to −78° C. n-Butyllithium (2.2 mL of 1.6 M, 3.58 mmol) in hexanes was slowly added and the resulting mixture was stirred at −78° C. for 1 hour. tert-Butyl 4-oxopiperidine-1-carboxylate (892.2 mg, 4.48 mmol) was then added as a solution in tetrahydrofuran (2 mL). The reaction mixture was allowed to slowly warm to room temperature and stir for 10 d... Reaction SMILES: [CH2:22]1[O:23][CH2:24][CH2:25][CH2:26]1.[Cl:1][S:2](=[O:3])(=[O:4])[c:5]1[c:6]([C:7](=[O:8])[O:9][CH3:10])[cH:11][cH:12][c:13]([CH2:15][NH:16][S:17](=[O:18])(=[O:19])[CH3:20])[cH:14]1.[NH3:21]>>[S:2](=[O:3])(=[O:4])([c:5]1[c:6]([C:7](=[O:8])[O:9][CH3:10])[cH:11][cH:12][c:13]([CH2:15][NH:16][S:17](=[O:18])(=[O:19])[CH3:20])[cH:14]1)[NH2:21]. Starting materials: C1CCOC1, COC(=O)c1ccc(CNS(C)(=O)=O)cc1S(=O)(=O)Cl, N. The product is COC(=O)c1ccc(CNS(C)(=O)=O)cc1S(N)(=O)=O. Reactants: C1CCC12OCC(CO2)O (5,9-dioxaspiro[3.5]nonan-7-ol), [H-].[Na+] (sodium hydride), ClC1=C(C(=[N+](C=C1)[O-])C)C (4-chloro-2,3-dimethylpyridine 1-oxide). Solvent: CN(C=O)C (dimethyl formamide). Conditions: time 50 minute. The product is C1CCC12OCC(CO2)OC2=C(C(=[N+](C=C2)[O-])C)C (4-(5,9-dioxaspiro[3.5]non-7-yloxy)-2,3-dimethylpyridine 1-oxide). Yield: 64.4%. As a reaction SMILES: [CH2:1]1[C:4]2([O:9][CH2:8][CH:7]([OH:10])[CH2:6][O:5]2)[CH2:3][CH2:2]1.[H-].[Na+].Cl[C:14]1[CH:19]=[CH:18][N+:17]([O-:20])=[C:16]([CH3:21])[C:15]=1[CH3:22]>CN(C)C=O>[CH2:3]1[C:4]2([O:9][CH2:8][CH:7]([O:10][C:14]3[CH:19]=[CH:18][N+:17]([O-:20])=[C:16]([CH3:21])[C:15]=3[CH3:22])[CH2:6][O:5]2)[CH2:1][CH2:2]1 |f:1.2|. Procedure: To a dimethyl formamide (30 ml) solution of the 5,9-dioxaspiro[3.5]nonan-7-ol (1.68 g, 11.7 mmol) obtained in the step (9e), sodium hydride, in oil (587 mg, 13.5 mmol as the content was regarded as 55%) was added at room temperature. The mixture was stirred at room temperature for 50 minutes. After 4-chloro-2,3-dimethylpyridine 1-oxide (1.84 g, 11.7 mmol) was added thereto, the mixture was stirred at 80° C. for 2 hours. The reaction mixture was concentrated and dimethylsulfoxide (30 ml) was adde...